From a dataset of the Open Reaction Database (ORD), a public repository of structured organic reaction records. describe an organic reaction: reactants, conditions, products, and yield Starting materials: CC1(OCC(O1)C1CO1)C (2-(2,2-dimethyl-1,3-dioxolan-4-yl)ethylene oxide), N (ammonia). Yields the product NCC(O)C1OC(OC1)(C)C (2-Amino-1-(2,2-dimethyl-1,3-dioxolan-4-yl)-ethanol). RXN SMILES: [CH3:1][C:2]1([CH3:10])[O:6][CH:5]([CH:7]2[O:9][CH2:8]2)[CH2:4][O:3]1.[NH3:11]>>[NH2:11][CH2:8][CH:7]([CH:5]1[CH2:4][O:3][C:2]([CH3:10])([CH3:1])[O:6]1)[OH:9]. Reported procedure: A solution of 73.4 g of 2-(2,2-dimethyl-1,3-dioxolan-4-yl)ethylene oxide in 400 ml of 25% strength ammonia is heated in an autoclave for 4 hours to 130° C. The slightly yellowish solution is concentrated to dryness under vacuum; during this step, the residue crystallizes. 2-Amino-1-(2,2-dimethyl-1,3-dioxolan-4-yl)ethanol is re-crystallized from ethanol/ether, mp 94°-96° C. Reactants: N[C@H](C(=O)NCCCC[C@@H](CO)N(CC(C)C)S(=O)(=O)C1=CC=C(C=C1)N)CC1=CC2=CC=CC=C2C=C1 ((2S,S)-2-amino-N-{5-[(4-amino-benzenesulfonyl)-isobutyl-amino]-6-hydroxy-hexyl}-3-naphthalen-2-yl-propionamide), product, C1(CCCCC1)C(=O)Cl (cyclohexanecarbonyl chloride). Product: NC1=CC=C(C=C1)S(=O)(=O)N([C@@H](CCCCNC(=O)[C@H](CC1=CC2=CC=CC=C2C=C1)NC(=O)C1CCCCC1)CO)CC(C)C ((1S,5S)-Cyclohexanecarboxylic Acid (1-{5-[(4-Amino-benzenesulfonyl)-isobutyl-amino]-6-hydroxy-hexylcarbamoyl}-2-naphthalen-2-yl-ethyl)-amide). Reaction SMILES: [NH2:1][C@@H:2]([CH2:28][C:29]1[CH:38]=[CH:37][C:36]2[C:31](=[CH:32][CH:33]=[CH:34][CH:35]=2)[CH:30]=1)[C:3]([NH:5][CH2:6][CH2:7][CH2:8][CH2:9][C@H:10]([N:13]([S:18]([C:21]1[CH:26]=[CH:25][C:24]([NH2:27])=[CH:23][CH:22]=1)(=[O:20])=[O:19])[CH2:14][CH:15]([CH3:17])[CH3:16])[CH2:11][OH:12])=[O:4].[CH:39]1([C:45](Cl)=[O:46])[CH2:44][CH2:43][CH2:42][CH2:41][CH2:40]1>>[NH2:27][C:24]1[CH:23]=[CH:22][C:21]([S:18]([N:13]([CH2:14][CH:15]([CH3:17])[CH3:16])[C@H:10]([CH2:11][OH:12])[CH2:9][CH2:8][CH2:7][CH2:6][NH:5][C:3]([C@@H:2]([NH:1][C:45]([CH:39]2[CH2:44][CH2:43][CH2:42][CH2:41][CH2:40]2)=[O:46])[CH2:28][C:29]2[CH:38]=[CH:37][C:36]3[C:31](=[CH:32][CH:33]=[CH:34][CH:35]=3)[CH:30]=2)=[O:4])(=[O:20])=[O:19])=[CH:26][CH:25]=1. Procedure details: The title compound was prepared from (2S,S)-2-amino-N-{5-[(4-amino-benzenesulfonyl)-isobutyl-amino]-6-hydroxy-hexyl}-3-naphthalen-2-yl-propionamide (product of example 49) as described in general procedure D using cyclohexanecarbonyl chloride. The final product was obtained in 56% yield. Starting materials: Nc1cc2ccccc2c(Br)n1, C1COCCN1. Product: Nc1cc2ccccc2c(C2CNCCO2)n1. RXN SMILES: [Br:1][c:2]1[n:3][c:4]([NH2:12])[cH:5][c:6]2[cH:7][cH:8][cH:9][cH:10][c:11]12.[CH2:13]1[CH2:14][O:15][CH2:16][CH2:17][NH:18]1>>[c:2]1([CH:14]2[CH2:13][NH:18][CH2:17][CH2:16][O:15]2)[n:3][c:4]([NH2:12])[cH:5][c:6]2[cH:7][cH:8][cH:9][cH:10][c:11]12. Reactants: NC1=CC=CC=2C3=C(NC12)CCN(C3)C(=O)OC(C)(C)C (tert-butyl 6-amino-1,3,4,5-tetrahydro-2H-pyrido[4,3-b]indole-2-carboxylate), ClCCC(=O)Cl (chloropropionyl chloride), solution, C([O-])(O)=O.[Na+] (sodium bicarbonate). The reagents and catalysts are CN(C)C=1C=CN=CC1 (DMAP). The solvent is C1=CC=CC=C1 (benzene). Reaction conditions: time 20 minute. The product is ClCCC(=O)NC1=CC=CC=2C3=C(NC12)CCN(C3)C(=O)OC(C)(C)C (tert-butyl 6-[(3-chloropropanoyl)amino]-1,3,4,5-tetrahydro-2H-pyrido[4,3-b]indole-2-carboxylate). Yield: 99.0%. As a reaction SMILES: [NH2:1][C:2]1[C:10]2[NH:9][C:8]3[CH2:11][CH2:12][N:13]([C:15]([O:17][C:18]([CH3:21])([CH3:20])[CH3:19])=[O:16])[CH2:14][C:7]=3[C:6]=2[CH:5]=[CH:4][CH:3]=1.[Cl:22][CH2:23][CH2:24][C:25](Cl)=[O:26].C(=O)(O)[O-].[Na+]>C1C=CC=CC=1.CN(C1C=CN=CC=1)C>[Cl:22][CH2:23][CH2:24][C:25]([NH:1][C:2]1[C:10]2[NH:9][C:8]3[CH2:11][CH2:12][N:13]([C:15]([O:17][C:18]([CH3:21])([CH3:20])[CH3:19])=[O:16])[CH2:14][C:7]=3[C:6]=2[CH:5]=[CH:4][CH:3]=1)=[O:26] |f:2.3|. Procedure details: To a solution of tert-butyl 6-amino-1,3,4,5-tetrahydro-2H-pyrido[4,3-b]indole-2-carboxylate (4.62 g, 16.08 mmol) in benzene (100 mL) was added a catalytic amount of DMAP. An inert atmosphere was created and chloropropionyl chloride (2)(1.68 mL) was added dropwise to the reaction mixture. After stirring at room temperature for 20 min, the reaction mixture was transferred to a separatory funnel containing 50% solution of sodium bicarbonate and was extracted with CH2Cl2 (3×250 mL). The combined org... The reactants are CCO, Clc1nnc(Cl)c2ccccc12, NN, O. The product is NNc1nnc(Cl)c2ccccc12. Reaction SMILES: [CH3:16][CH2:17][OH:18].[Cl:1][c:2]1[n:3][n:4][c:5]([Cl:12])[c:6]2[cH:7][cH:8][cH:9][cH:10][c:11]12.[NH2:14][NH2:15].[OH2:13]>>[Cl:1][c:2]1[n:3][n:4][c:5]([NH:14][NH2:15])[c:6]2[cH:7][cH:8][cH:9][cH:10][c:11]12. Starting materials: C1(=CC=CC=C1)OC(NC1=CC=C(C=C1)C1=NC(=NC=2OC(CN(C(C21)=O)C2CCOCC2)(C)C)N2CC1CCC(C2)O1)=O ({4-[8,8-dimethyl-2-(8-oxa-3-azabicyclo[3.2.1]oct-3-yl)-5-oxo-6-(tetrahydropyran-4-yl)-5,6,7,8-tetrahydro-9-oxa-1,3,6-triazabenzocyclohepten-4-yl]phenyl}carbamic acid phenyl ester), CN(C)C=O (DMF), CC1=CC(=NO1)N (5-methylisoxazol-3-ylamine), CC1=CC(=NO1)N (5-methylisoxazol-3-ylamine), CC1=CC(=NO1)N (5-methylisoxazol-3-ylamine). Solvent: C1CCOC1 (THF). Run at temperature 100 celsius. Product: CC1(CN(C(C2=C(O1)N=C(N=C2C2=CC=C(C=C2)NC(=O)NC2=NOC(=C2)C)N2CC1CCC(C2)O1)=O)C1CCOCC1)C (1-{4-[8,8-dimethyl-2-(8-oxa-3-azabicyclo[3.2.1]oct-3-yl)-5-oxo-6-(tetrahydropyran-4-yl)-5,6,7,8-tetrahydro-9-oxa-1,3,6-triazabenzocyclohepten-4-yl]phenyl}-3-(5-methylisoxazol-3-yl)urea). Yield: 11.9%. As a reaction SMILES: C1(O[C:8](=[O:44])[NH:9][C:10]2[CH:15]=[CH:14][C:13]([C:16]3[C:26]4[C:25](=[O:27])[N:24]([CH:28]5[CH2:33][CH2:32][O:31][CH2:30][CH2:29]5)[CH2:23][C:22]([CH3:35])([CH3:34])[O:21][C:20]=4[N:19]=[C:18]([N:36]4[CH2:42][CH:41]5[O:43][CH:38]([CH2:39][CH2:40]5)[CH2:37]4)[N:17]=3)=[CH:12][CH:11]=2)C=CC=CC=1.[CH3:45][C:46]1[O:50][N:49]=[C:48]([NH2:51])[CH:47]=1.CN(C=O)C>C1COCC1>[CH3:35][C:22]1([CH3:34])[O:21][C:20]2[N:19]=[C:18]([N:36]3[CH2:37][CH:38]4[O:43][CH:41]([CH2:40][CH2:39]4)[CH2:42]3)[N:17]=[C:16]([C:13]3[CH:14]=[CH:15][C:10]([NH:9][C:8]([NH:51][C:48]4[CH:47]=[C:46]([CH3:45])[O:50][N:49]=4)=[O:44])=[CH:11][CH:12]=3)[C:26]=2[C:25](=[O:27])[N:24]([CH:28]2[CH2:29][CH2:30][O:31][CH2:32][CH2:33]2)[CH2:23]1. Procedure details: 50 mg (83.38 μmol) of {4-[8,8-dimethyl-2-(8-oxa-3-azabicyclo[3.2.1]oct-3-yl)-5-oxo-6-(tetrahydropyran-4-yl)-5,6,7,8-tetrahydro-9-oxa-1,3,6-triazabenzocyclohepten-4-yl]phenyl}carbamic acid phenyl ester are placed in a microwave reactor and 25 mg (0.25 mmol) of 5-methylisoxazol-3-ylamine are added. 2 ml of DMF and 1 ml of THF are added. The reaction mixture is heated in a Biotage microwave machine for 30 minutes at 100° C. 100 mg (1.0 mmol) of 5-methylisoxazol-3-ylamine are added and the mixture i... Starting materials: O (water), C([O-])([O-])=O.[K+].[K+] (potassium carbonate), BrCCOCC (2-bromoethylethylether), BrC=1C=C(C=CC1)O (3-bromophenol). Solvent: CN(C)C=O (DMF). The product is BrC1=CC(=CC=C1)OCC (1-bromo-3-ethoxybenzene). RXN SMILES: [Br:1][C:2]1[CH:3]=[C:4]([OH:8])[CH:5]=[CH:6][CH:7]=1.C(=O)([O-])[O-].[K+].[K+].Br[CH2:16][CH2:17]OCC.O>CN(C=O)C>[Br:1][C:2]1[CH:7]=[CH:6][CH:5]=[C:4]([O:8][CH2:16][CH3:17])[CH:3]=1 |f:1.2.3|. Procedure: In DMF (96 ml) was dissolved 3-bromophenol (12 g). To the mixture was added potassium carbonate (12.5 g) and then 2-bromoethylethylether (6.7 ml), and the mixture was stirred at room temperature for 16 hours. The reaction mixture was added to water, and the mixture was extracted with ethyl acetate, washed with saturated brine and dried with magnesium sulfate. Under reduced pressure, the solvent was evaporated, and the residue was purified with silica gel column chromatography (hexane/ethyl aceta... Starting materials: COc1ccc(CN2CC(=O)Nc3ncc(C=CC(=O)N(C)Cc4cc5ccccc5n4C)cc3C2)cc1, CO, CC(Cl)OC(=O)Cl, CC(Cl)Cl, ClCCl. The product is CN(Cc1cc2ccccc2n1C)C(=O)C=Cc1cnc2c(c1)CNCC(=O)N2. As a reaction SMILES: [CH3:1][O:2][c:3]1[cH:4][cH:5][c:6]([CH2:7][N:8]2[CH2:9][C:10](=[O:36])[NH:11][c:12]3[c:13]([cH:15][c:16]([CH:19]=[CH:20][C:21](=[O:22])[N:23]([CH2:24][c:25]4[n:26]([CH3:34])[c:27]5[cH:28][cH:29][cH:30][cH:31][c:32]5[cH:33]4)[CH3:35])[cH:17][n:18]3)[CH2:14]2)[cH:37][cH:38]1.[CH3:50][OH:51].[Cl:39][C:40]([O:41][CH:42]([Cl:43])[CH3:44])=[O:45].[Cl:46][CH:47]([Cl:48])[CH3:49].[Cl:52][CH2:53][Cl:54]>>[NH:8]1[CH2:9][C:10](=[O:36])[NH:11][c:12]2[c:13]([cH:15][c:16]([CH:19]=[CH:20][C:21](=[O:22])[N:23]([CH2:24][c:25]3[n:26]([CH3:34])[c:27]4[cH:28][cH:29][cH:30][cH:31][c:32]4[cH:33]3)[CH3:35])[cH:17][n:18]2)[CH2:14]1. Reactants: CC(C)(C)OC(=O)Nc1ccccc1NC(=O)c1ccc(B2OC(C)(C)C(C)(C)O2)cc1, CCOC(C)=O, O=C(NC1CCCCC1)OCc1cnc(Cl)s1. Product: CC(C)(C)OC(=O)Nc1ccccc1NC(=O)c1ccc(-c2ncc(COC(=O)NC3CCCCC3)s2)cc1. As a reaction SMILES: [C:1]([CH3:2])([CH3:3])([CH3:4])[O:5][C:6](=[O:7])[NH:8][c:9]1[c:10]([NH:15][C:16]([c:17]2[cH:18][cH:19][c:20]([B:23]3[O:24][C:25]([CH3:26])([CH3:27])[C:28]([CH3:29])([CH3:30])[O:31]3)[cH:21][cH:22]2)=[O:32])[cH:11][cH:12][cH:13][cH:14]1.[CH3:50][CH2:51][O:52][C:53](=[O:54])[CH3:55].[CH:33]1([NH:39][C:40]([O:41][CH2:42][c:43]2[cH:44][n:45][c:46]([Cl:48])[s:47]2)=[O:49])[CH2:34][CH2:35][CH2:36][CH2:37][CH2:38]1>>[C:1]([CH3:2])([CH3:3])([CH3:4])[O:5][C:6](=[O:7])[NH:8][c:9]1[c:10]([NH:15][C:16]([c:17]2[cH:18][cH:19][c:20](-[c:46]3[n:45][cH:44][c:43]([CH2:42][O:41][C:40]([NH:39][CH:33]4[CH2:34][CH2:35][CH2:36][CH2:37][CH2:38]4)=[O:49])[s:47]3)[cH:21][cH:22]2)=[O:32])[cH:11][cH:12][cH:13][cH:14]1. Reactants: ClC1=NC2=CC(=C(C=C2C(=N1)Cl)F)Cl (2,4,7-Trichloro-6-fluoro-quinazoline), [OH-].[Na+] (NaOH), C(C)(=O)O (acetic acid). The solvent is C1CCOC1 (THF). Reaction conditions: time 2 hour. Product: ClC1=NC2=CC(=C(C=C2C(=N1)O)F)Cl (2,7-Dichloro-6-fluoro-quinazolin-4-ol). Reaction SMILES: [Cl:1][C:2]1[N:11]=[C:10](Cl)[C:9]2[C:4](=[CH:5][C:6]([Cl:14])=[C:7]([F:13])[CH:8]=2)[N:3]=1.[OH-].[Na+].C(O)(=[O:19])C>C1COCC1>[Cl:1][C:2]1[N:11]=[C:10]([OH:19])[C:9]2[C:4](=[CH:5][C:6]([Cl:14])=[C:7]([F:13])[CH:8]=2)[N:3]=1 |f:1.2|. Reported procedure: A mixture of 334 mg (1.33 mmol) 2,4,7-Trichloro-6-fluoro-quinazoline (WO9532205) and 6.6 mL 1N NaOH aq. in 2 mL THF was stirred for 2 h at room temperature. The pH of the mixture was adjusted to pH=4-5 with acetic acid. The precipitate was filtered of to yield the title compound which was used in the consecutive step without further purification.